Dataset: the Open Reaction Database (ORD), a public repository of structured organic reaction records. Task: describe an organic reaction: reactants, conditions, products, and yield The reactants are C(N)(=O)C=1N=C2N(CCOC3=C2C=C(C(=C3)F)C#CC(C)(C)O)C1C(=O)O (2-Carbamoyl-9-fluoro-10-(3-hydroxy-3-methyl-but-1-ynyl)-5,6-dihydroimidazo[1,2-d][1,4]benzoxazepine-3-carboxylic acid), NCCN1CCOCC1 (4-(2-aminoethyl)morpholine). The product is FC1=CC2=C(C=3N(CCO2)C(=C(N3)C(=O)N)C(=O)NCCN3CCOCC3)C=C1C#CC(C)(C)O (9-fluoro-10-(3-hydroxy-3-methyl-but-1-ynyl)-N3-(2-morpholinoethyl)-5,6-dihydroimidazo[1,2-d][1,4]benzoxazepine-2,3-dicarboxamide). Reaction SMILES: [C:1]([C:4]1[N:5]=[C:6]2[C:12]3[CH:13]=[C:14]([C:18]#[C:19][C:20]([OH:23])([CH3:22])[CH3:21])[C:15]([F:17])=[CH:16][C:11]=3[O:10][CH2:9][CH2:8][N:7]2[C:24]=1[C:25]([OH:27])=O)(=[O:3])[NH2:2].[NH2:28][CH2:29][CH2:30][N:31]1[CH2:36][CH2:35][O:34][CH2:33][CH2:32]1>>[F:17][C:15]1[C:14]([C:18]#[C:19][C:20]([OH:23])([CH3:21])[CH3:22])=[CH:13][C:12]2[C:6]3[N:7]([C:24]([C:25]([NH:28][CH2:29][CH2:30][N:31]4[CH2:36][CH2:35][O:34][CH2:33][CH2:32]4)=[O:27])=[C:4]([C:1]([NH2:2])=[O:3])[N:5]=3)[CH2:8][CH2:9][O:10][C:11]=2[CH:16]=1. Reported procedure: 2-Carbamoyl-9-fluoro-10-(3-hydroxy-3-methyl-but-1-ynyl)-5,6-dihydroimidazo[1,2-d][1,4]benzoxazepine-3-carboxylic acid (0.05 g) was reacted with 4-(2-aminoethyl)morpholine similar to as described in Example 2 to afford 13.3 mg of 9-fluoro-10-(3-hydroxy-3-methyl-but-1-ynyl)-N3-(2-morpholinoethyl)-5,6-dihydroimidazo[1,2-d][1,4]benzoxazepine-2,3-dicarboxamide following reverse phase hplc purification. MS (Q1) 486 (M)+. 1H NMR (400 MHz, DMSO) δ 11.06 (s, 1H), 8.61 (d, J=8.4 Hz, 1H), 8.32 (s, 1H), 7.8... Starting materials: ClCCl, CC(C)(C)OC(=O)N1CC(F)CC1C(=O)NC(Cc1ccccc1)(c1ccc(F)cc1)c1cc(F)cc(OC(F)(F)C(F)F)c1. The product is O=C(NC(Cc1ccccc1)(c1ccc(F)cc1)c1cc(F)cc(OC(F)(F)C(F)F)c1)C1CC(F)CN1. Reaction SMILES: [Cl:46][CH2:47][Cl:48].[F:1][CH:2]1[CH2:3][CH:4]([C:14]([NH:15][C:16]([CH2:17][c:18]2[cH:19][cH:20][cH:21][cH:22][cH:23]2)([c:24]2[cH:25][cH:26][c:27]([F:30])[cH:28][cH:29]2)[c:31]2[cH:32][c:33]([F:44])[cH:34][c:35]([O:37][C:38]([CH:39]([F:40])[F:41])([F:42])[F:43])[cH:36]2)=[O:45])[N:5]([C:7]([O:8][C:9]([CH3:10])([CH3:11])[CH3:12])=[O:13])[CH2:6]1>>[F:1][CH:2]1[CH2:3][CH:4]([C:14]([NH:15][C:16]([CH2:17][c:18]2[cH:19][cH:20][cH:21][cH:22][cH:23]2)([c:24]2[cH:25][cH:26][c:27]([F:30])[cH:28][cH:29]2)[c:31]2[cH:32][c:33]([F:44])[cH:34][c:35]([O:37][C:38]([CH:39]([F:40])[F:41])([F:42])[F:43])[cH:36]2)=[O:45])[NH:5][CH2:6]1. Procedure: The title compound was synthesized using a method analogous to the preparation of cis-4-(5-amino-2-(2-(piperidin-1-yl)ethoxy)pyridin-4-ylamino)-N-isopropylcyclohexanecarboxamide starting from cis-4-(2-(4-(2-hydroxypropan-2-yl)piperidin-1-yl)-5-nitropyridin-4-ylamino)-N-isopropylcyclohexanecarboxamide (yellow solid). MS m/z=418.2 [M+H], calc 417.59 for C23H39N5O2. The product is NC=1C(=CC(=NC1)N1CCC(CC1)C(C)(C)O)N[C@H]1CC[C@H](CC1)C(=O)NC(C)C (cis-4-(5-Amino-2-(4-(2-hydroxypropan-2-yl)piperidin-1-yl)pyridin-4-ylamino)-N-isopropylcyclohexanecarboxamide). RXN SMILES: NC1C(N[C@@H]2CC[C@H](C(NC(C)C)=O)CC2)=CC(OCCN2CCCCC2)=NC=1.[OH:30][C:31]([CH:34]1[CH2:39][CH2:38][N:37]([C:40]2[CH:45]=[C:44]([NH:46][C@@H:47]3[CH2:52][CH2:51][C@H:50]([C:53]([NH:55][CH:56]([CH3:58])[CH3:57])=[O:54])[CH2:49][CH2:48]3)[C:43]([N+:59]([O-])=O)=[CH:42][N:41]=2)[CH2:36][CH2:35]1)([CH3:33])[CH3:32]>>[NH2:59][C:43]1[C:44]([NH:46][C@@H:47]2[CH2:52][CH2:51][C@H:50]([C:53]([NH:55][CH:56]([CH3:58])[CH3:57])=[O:54])[CH2:49][CH2:48]2)=[CH:45][C:40]([N:37]2[CH2:36][CH2:35][CH:34]([C:31]([OH:30])([CH3:33])[CH3:32])[CH2:39][CH2:38]2)=[N:41][CH:42]=1. The reactants are NC=1C(=CC(=NC1)OCCN1CCCCC1)N[C@H]1CC[C@H](CC1)C(=O)NC(C)C (cis-4-(5-amino-2-(2-(piperidin-1-yl)ethoxy)pyridin-4-ylamino)-N-isopropylcyclohexanecarboxamide), OC(C)(C)C1CCN(CC1)C1=NC=C(C(=C1)N[C@H]1CC[C@H](CC1)C(=O)NC(C)C)[N+](=O)[O-] (cis-4-(2-(4-(2-hydroxypropan-2-yl)piperidin-1-yl)-5-nitropyridin-4-ylamino)-N-isopropylcyclohexanecarboxamide). Reaction SMILES: [CH2:1]([O:3][C:4]([CH:6]1[CH2:11][CH2:10][N:9]([C:12]([O:14][C:15]([CH3:18])([CH3:17])[CH3:16])=[O:13])[CH2:8][CH2:7]1)=[O:5])[CH3:2].[CH:19]([N-]C(C)C)(C)[CH3:20].[Li+].ICC.[Cl-].[NH4+]>C1COCC1>[CH2:19]([C:6]1([C:4]([O:3][CH2:1][CH3:2])=[O:5])[CH2:11][CH2:10][N:9]([C:12]([O:14][C:15]([CH3:17])([CH3:16])[CH3:18])=[O:13])[CH2:8][CH2:7]1)[CH3:20] |f:1.2,4.5|. The yield is 82.2%. Solvent: C1CCOC1 (THF). Procedure: 0.2 g (0.78 mmol) of tert-butyl 4-ethoxycarbonylpiperidine-1-carboxylate is dissolved in 4 mL of THF at −10° C. 0.8 mL (1.56 mmol) of lithium diisopropylamide is added dropwise. After 15 minutes, 0.09 mL (1.2 mmol) of iodoethane is added and the mixture is warmed to room temperature. It is stirred for 30 minutes and then poured into saturated ammonium chloride solution and extracted with ethyl acetate. The organic phase is dried and then concentrated to dryness. The oil obtained is chromatograph... Reaction conditions: time 15 minute. Product: C(C)C1(CCN(CC1)C(=O)OC(C)(C)C)C(=O)OCC (tert-butyl 4-ethyl-4-ethoxycarbonylpiperidine-1-carboxylate). Starting materials: [Cl-].[NH4+] (ammonium chloride), C(C)OC(=O)C1CCN(CC1)C(=O)OC(C)(C)C (tert-butyl 4-ethoxycarbonylpiperidine-1-carboxylate), ICC (iodoethane), C(C)(C)[N-]C(C)C.[Li+] (lithium diisopropylamide). Starting materials: N1=CC=CC=C1 (pyridine), C(C)(=O)OC(C)=O (acetic anhydride), Cl.O1N=CC=C1CC(N)C(=O)O (3-(5-isoxazolyl)-DL-alanine hydrochloride). Solvent: CO (methanol). Run at time 8 hour. The product is C(C)(=O)NC(CC1=CC=NO1)C(=O)O (N-Acetyl-3-(5-isoxazolyl)-DL-alanine). Yield: 82.3%. RXN SMILES: N1C=CC=CC=1.[C:7](OC(=O)C)(=[O:9])[CH3:8].Cl.[O:15]1[C:19]([CH2:20][CH:21]([C:23]([OH:25])=[O:24])[NH2:22])=[CH:18][CH:17]=[N:16]1>CO>[C:7]([NH:22][CH:21]([C:23]([OH:25])=[O:24])[CH2:20][C:19]1[O:15][N:16]=[CH:17][CH:18]=1)(=[O:9])[CH3:8] |f:2.3|. Procedure details: 20 ml of pyridine and 20 ml of acetic anhydride were added to a solution of 12.45 g of 3-(5-isoxazolyl)-DL-alanine hydrochloride (prepared as described in Preparation 6) dissolved in 100 ml of methanol, whilst ice-cooling. The mixture was then stirred at room temperature for 8 hours, after which it was allowing to stand overnight. The mixture was then freed from the solvent by evaporation under reduced pressure. The residue was mixed with water and then extracted with ethyl acetate. The extract ... Reactants: [Br-], C1CCOC1, Cc1ccnc([Zn+])c1, Cc1nc(C(F)(F)F)ccc1C(=O)Nc1ccc(Cl)c(I)c1. The product is Cc1ccnc(-c2cc(NC(=O)c3ccc(C(F)(F)F)nc3C)ccc2Cl)c1. As a reaction SMILES: [Br-:23].[CH2:32]1[O:33][CH2:34][CH2:35][CH2:36]1.[CH3:24][c:25]1[cH:26][c:27]([Zn+:31])[n:28][cH:29][cH:30]1.[Cl:1][c:2]1[c:3]([I:22])[cH:4][c:5]([NH:8][C:9](=[O:10])[c:11]2[c:12]([CH3:21])[n:13][c:14]([C:17]([F:18])([F:19])[F:20])[cH:15][cH:16]2)[cH:6][cH:7]1>>[Cl:1][c:2]1[c:3](-[c:27]2[cH:26][c:25]([CH3:24])[cH:30][cH:29][n:28]2)[cH:4][c:5]([NH:8][C:9](=[O:10])[c:11]2[c:12]([CH3:21])[n:13][c:14]([C:17]([F:18])([F:19])[F:20])[cH:15][cH:16]2)[cH:6][cH:7]1. Starting materials: COC=CC1=CC=C(C(=O)OC)C=C1 (methyl 4-(2-methoxyvinyl)benzoate), O.C1(=CC=C(C=C1)S(=O)(=O)O)C (para-toluenesulfonic acid monohydrate). The solvent is CO (methanol). The product is COC(CC1=CC=C(C(=O)OC)C=C1)OC (Methyl 4-(2,2-dimethoxyethyl)benzoate). RXN SMILES: [CH3:1][O:2][CH:3]=[CH:4][C:5]1[CH:14]=[CH:13][C:8]([C:9]([O:11][CH3:12])=[O:10])=[CH:7][CH:6]=1.[OH2:15].[C:16]1(C)C=CC(S(O)(=O)=O)=CC=1>CO>[CH3:16][O:15][CH:3]([O:2][CH3:1])[CH2:4][C:5]1[CH:14]=[CH:13][C:8]([C:9]([O:11][CH3:12])=[O:10])=[CH:7][CH:6]=1 |f:1.2|. Procedure: To a solution of methyl 4-(2-methoxyvinyl)benzoate (1.36 g, 7.08 mmol) in methanol (30 mL) was added para-toluenesulfonic acid monohydrate (pTSA) (0.135 g, 0.71 mmol) and the reaction mixture heated under reflux for 18 hours. The solvent was evaporated at reduced pressure. The residue was partitioned between DCM and 10% aqueous potassium carbonate. The organic phase was poured through a hydrophobic fit and the solvent evaporated at reduced pressure. The crude material was used in the next step w... The reactants are CC(=O)O, N, O, Oc1ccccc1. Yields the product O=C(O)CNc1ccc(O)cc1. As a reaction SMILES: [CH3:10][C:11]([OH:12])=[O:13].[NH3:9].[OH2:8].[OH:1][c:2]1[cH:3][cH:4][cH:5][cH:6][cH:7]1>>[OH:1][c:2]1[cH:3][cH:4][c:5]([NH:9][CH2:10][C:11]([OH:12])=[O:13])[cH:6][cH:7]1. Reactants: Cl (HCl), C(\C=C\C)(=O)OC (methyl crotonate), [N+](=O)([O-])CCC (1-nitropropane), 1,8-diazobicyclo[5.4.0]undec-7-ene. Run in C(C)#N (acetonitrile), O (water). Run at time 22 hour. The product is CC(CC(=O)OC)C(CC)[N+](=O)[O-] (Methyl 3-methyl-4-nitrohexanoate). Isolated yield 84.7%. RXN SMILES: [C:1]([O:6][CH3:7])(=[O:5])/[CH:2]=[CH:3]/[CH3:4].[N+:8]([CH2:11][CH2:12][CH3:13])([O-:10])=[O:9].Cl>C(#N)C.O>[CH3:4][CH:3]([CH:11]([N+:8]([O-:10])=[O:9])[CH2:12][CH3:13])[CH2:2][C:1]([O:6][CH3:7])=[O:5]. Procedure: A solution of 4 g (40 mmol) of methyl crotonate and 4.72 g (53 mmol) of 1-nitropropane in 20 mL of acetonitrile was treated with 6 mL (40 mmol) of 1,8-diazobicyclo[5.4.0]undec-7-ene (DBU). After stirring for 22 h at room temperature the reaction mixture was diluted with water and acidified with 2N HCl. The solution was extracted with Et2O and the Et2O layer was washed with brine, dried and concentrated. The residue was chromagraphed on a flash column using 10% Et2O-Hexane to isolate 6.41 g (85%)... Starting materials: COC=1C=C2CCCC(C2=CC1OC)=O (6,7-dimethoxy-3,4-dihydro-2H-naphthalene-1-one), Br (hydrobromic acid). The solvent is O (water). The product is OC=1C=C2CCCC(C2=CC1O)=O (6,7-Dihydroxy-3,4-dihydro-2H-naphthalene-1-one). Yield: 72.5%. As a reaction SMILES: C[O:2][C:3]1[CH:4]=[C:5]2[C:10](=[CH:11][C:12]=1[O:13]C)[C:9](=[O:15])[CH2:8][CH2:7][CH2:6]2.Br>O>[OH:2][C:3]1[CH:4]=[C:5]2[C:10](=[CH:11][C:12]=1[OH:13])[C:9](=[O:15])[CH2:8][CH2:7][CH2:6]2. Reported procedure: A mixture of 6,7-dimethoxy-3,4-dihydro-2H-naphthalene-1-one (15.0 g) and 48% aqueous hydrobromic acid (60 cm3) was heated under reflux for 18 h. Upon cooling to room temperature, water (100 cm3) was added and the resulting aqueous mass was extracted with ethyl acetate (3×100 cm3). The combined extracts were dried (Na2SO4), filtered and evaporated to dryness to leave a brown powder. This was recrystallised from acetonitrile to afford the title compound (9.4 g) as a red powder.